From a dataset of the Open Reaction Database (ORD), a public repository of structured organic reaction records. describe an organic reaction: reactants, conditions, products, and yield Reactants: C(C1=CC=CC=C1)OC(C[C@H](C(=O)N[C@H](CO)CC1=CC=CC=C1)N1C=C(C=C1)C1=CC=C(C=C1)C1=CC=C(C=C1)C#N)=O (N-(1(S)-benzyl-2-hydroxyethyl)-3(R)-[3-(4'-cyano-biphenyl-4-yl)-1H-pyrrol-1-yl]succinamic acid benzyl ester), C(C1=CC=CC=C1)OC(C([C@H](C(=O)N[C@H](CO)CC1=CC=CC=C1)C(=O)OCCCC)N)=O (N-(1(S)-benzyl-2-hydroxyethyl)-3(R)-butoxycarbonyl-amino-succinamic acid benzyl ester), FC(C(=O)O)(F)F.C(C1=CC=CC=C1)OC(C[C@H](C(=O)N[C@H](CO)CC1=CC=CC=C1)N)=O (N-(1(S)-benzyl-2-hydroxyethyl)-3(R)-amino-succinamic acid benzyl ester trifluoroacetate salt), 3-(4'-carboxamidobiphenyl-4-yl)-2,5-dimethoxytetrahydrofuran. Run in ClCCCl (1,2-dichloroethane). Product: C(C1=CC=CC=C1)OC(CC(C(=O)NC(CO)CC1=CC=CC=C1)N1C=C(C=C1)C1(CC=C(C=C1)C1=CC=CC=C1)C(N)=O)=O (N-(1-benzyl-2-hydroxyethyl)-3-[3-(4-carbamoylbiphenyl-4-yl)-1H-pyrrol-1-yl]succinamic acid benzyl ester). The yield is 31.0%. RXN SMILES: C(OC(=O)C[C@@H](N1C=CC([C:30]2[CH:35]=[CH:34][C:33]([C:36]3[CH:41]=[CH:40][C:39]([C:42]#[N:43])=[CH:38][CH:37]=3)=[CH:32][CH:31]=2)=C1)C(N[C@@H](CC1C=CC=CC=1)CO)=O)C1C=CC=CC=1.[CH2:45]([O:52][C:53](=[O:77])[CH:54](N)[C@@H:55](C(OCCCC)=O)[C:56]([NH:58][C@@H:59]([CH2:62][C:63]1[CH:68]=[CH:67][CH:66]=[CH:65][CH:64]=1)[CH2:60][OH:61])=[O:57])[C:46]1[CH:51]=[CH:50][CH:49]=[CH:48][CH:47]=1.FC(F)(F)C(O)=[O:81].C(OC(=O)C[C@@H](N)C([NH:98][C@@H:99]([CH2:102][C:103]1[CH:108]=CC=CC=1)CO)=O)C1C=CC=CC=1>ClCCCl>[CH2:45]([O:52][C:53](=[O:77])[CH2:54][CH:55]([N:98]1[CH:99]=[CH:102][C:103]([C:39]2([C:42](=[O:81])[NH2:43])[CH:38]=[CH:37][C:36]([C:33]3[CH:34]=[CH:35][CH:30]=[CH:31][CH:32]=3)=[CH:41][CH2:40]2)=[CH:108]1)[C:56]([NH:58][CH:59]([CH2:62][C:63]1[CH:64]=[CH:65][CH:66]=[CH:67][CH:68]=1)[CH2:60][OH:61])=[O:57])[C:46]1[CH:47]=[CH:48][CH:49]=[CH:50][CH:51]=1 |f:2.3|. Procedure: As described in Example 4(a) for the preparation of N-(1(S)-benzyl-2-hydroxyethyl)-3(R)-[3-(4'-cyano-biphenyl-4-yl)-1H-pyrrol-1-yl]succinamic acid benzyl ester, N-(1(S)-benzyl-2-hydroxyethyl)-3(R)-butoxycarbonyl-amino-succinamic acid benzyl ester (0.320 mmol) was deprotected. A solution of the resultant crude N-(1(S)-benzyl-2-hydroxyethyl)-3(R)-amino-succinamic acid benzyl ester trifluoroacetate salt and crude 3-(4'-carboxamidobiphenyl-4-yl)-2,5-dimethoxytetrahydrofuran (110 mg, 0.330 mmol) in 1... Starting materials: N#Cc1ncc(Cl)nc1Br, CCN(C(C)C)C(C)C, NCCO, C1COCCO1. The product is N#Cc1ncc(NCCO)nc1Br. Reaction SMILES: [Br:5][c:6]1[c:7]([C:13]#[N:14])[n:8][cH:9][c:10]([Cl:12])[n:11]1.[CH2:15]([N:16]([CH:17]([CH3:18])[CH3:19])[CH:20]([CH3:21])[CH3:22])[CH3:23].[NH2:1][CH2:2][CH2:3][OH:4].[O:24]1[CH2:25][CH2:26][O:27][CH2:28][CH2:29]1>>[NH:1]([CH2:2][CH2:3][OH:4])[c:10]1[cH:9][n:8][c:7]([C:13]#[N:14])[c:6]([Br:5])[n:11]1. Reactants: CI, c1ccc2c(c1B1OC(C(O1)(C)C)(C)C)oc(n2)C. The reagents and catalysts are c1ccc(cc1)-c2c3ccccc3cc4ccccc24 (9-Phenylanthracene), [F-].[Cs+] (CsF), O (water), [Pd](Cl)Cl.P(C1CCCCC1)(C1CCCCC1)C1CCCCC1.P(C1CCCCC1)(C1CCCCC1)C1CCCCC1 (Pd(P(Cy)3)2Cl2). Run in CC#N (MeCN). Conditions: temperature 65 celsius, time 18 hour. Product: Cc1oc2c(C)cccc2n1. RXN SMILES: [CH3:1][c:2]1[n:10][c:9]([c:4]2[o:3]1)[cH:8][cH:7][cH:6][c:5]2B3OC(C)(C)C(C)([CH3:11])O3.CI>>[CH3:1][c:2]1[n:10][c:9]([c:4]2[o:3]1)[cH:8][cH:7][cH:6][c:5]2[CH3:11]. The reactants are Cc1ccccc1, N#Cc1ccc(S(=O)(=O)N2CCC(=O)C2)cc1, O, O, OCCO, Cc1ccc(S(=O)(=O)O)cc1. The product is N#Cc1ccc(S(=O)(=O)N2CCC3(C2)OCCO3)cc1. As a reaction SMILES: [CH3:35][c:36]1[cH:37][cH:38][cH:39][cH:40][cH:41]1.[O:1]=[C:2]1[CH2:3][N:4]([S:7](=[O:8])(=[O:9])[c:10]2[cH:11][cH:12][c:13]([C:14]#[N:15])[cH:16][cH:17]2)[CH2:5][CH2:6]1.[OH2:22].[OH2:34].[OH:18][CH2:19][CH2:20][OH:21].[c:23]1([CH3:24])[cH:25][cH:26][c:27]([S:28]([OH:29])(=[O:30])=[O:31])[cH:32][cH:33]1>>[O:1]1[C:2]2([CH2:3][N:4]([S:7](=[O:8])(=[O:9])[c:10]3[cH:11][cH:12][c:13]([C:14]#[N:15])[cH:16][cH:17]3)[CH2:5][CH2:6]2)[O:18][CH2:19][CH2:20]1. Starting materials: S(=O)(=O)(C1=CC=C(C)C=C1)N1C2=CC=C(C=C2C=2CCCC(C12)(O[Si](C)(C)C)C(F)(F)F)C#N (9-Tosyl-1-(trifluoromethyl)-1-(trimethylsilyloxy)-2,3,4,9-tetrahydro-1H-carbazole-6-carbonitrile), [OH-].[K+] (KOH). The solvent is C1CCOC1 (THF), O (water), O (H2O). Run at temperature 55 celsius. The product is OC1(CCCC=2C3=CC(=CC=C3NC12)C#N)C(F)(F)F (1-Hydroxy-1-(trifluoromethyl)-2,3,4,9-tetrahydro-1H-carbazole-6-carbonitrile). Yield: 89.2%. Reaction SMILES: S([N:11]1[C:23]2[C:22]([C:29]([F:32])([F:31])[F:30])([O:24][Si](C)(C)C)[CH2:21][CH2:20][CH2:19][C:18]=2[C:17]2[C:12]1=[CH:13][CH:14]=[C:15]([C:33]#[N:34])[CH:16]=2)(C1C=CC(C)=CC=1)(=O)=O.[OH-].[K+]>C1COCC1.O>[OH:24][C:22]1([C:29]([F:32])([F:30])[F:31])[C:23]2[NH:11][C:12]3[C:17](=[CH:16][C:15]([C:33]#[N:34])=[CH:14][CH:13]=3)[C:18]=2[CH2:19][CH2:20][CH2:21]1 |f:1.2|. Procedure: 9-Tosyl-1-(trifluoromethyl)-1-(trimethylsilyloxy)-2,3,4,9-tetrahydro-1H-carbazole-6-carbonitrile (0.03 g, 0.06 mmol) was dissolved in THF (2 mL) and KOH (11 mg, 0.2 mmol), in H2O (2 mL) was added. The reaction mixture was heated to 55° C. for 24 h, then cooled to room temperature, diluted with water (5 mL) and extracted with EtOAc (3×5 mL). The combined organic extracts were dried over Na2SO4 and concentrated under reduced pressure to give the crude compound which was purified by column chromato...